describe an organic reaction: reactants, conditions, products, and yield From a dataset of the Open Reaction Database (ORD), a public repository of structured organic reaction records. The reactants are [H-].[Al+3].[Li+].[H-].[H-].[H-] (lithium aluminum hydride), [Cl-].[Al+3].[Cl-].[Cl-] (aluminum chloride), CN1C(COC2=C3C1=C1CCCCC1=NC3=CC=C2)=O (1,3,9,10,11,12-hexahydro-1-methyl-2H-quino[4,3,2-ef][1,4]benzoxazepin-2-one). Run in O1CCCC1 (tetrahydrofuran), O1CCCC1 (tetrahydrofuran). Conditions: time 5 minute. The product is CN1CCOC2=C3C1=C1CCCCC1=NC3=CC=C2 (2,3,9,10,11,12-Hexahydro-1methyl-1H-quino-[4,3,2-ef][1,4]benzoxazepine). Yield: 89.8%. RXN SMILES: [H-].[Al+3].[Li+].[H-].[H-].[H-].[Cl-].[Al+3].[Cl-].[Cl-].[CH3:11][N:12]1[C:18]2=[C:19]3[C:24](=[N:25][C:26]4=[CH:27][CH:28]=[CH:29][C:16](=[C:17]24)[O:15][CH2:14][C:13]1=O)[CH2:23][CH2:22][CH2:21][CH2:20]3>O1CCCC1>[CH3:11][N:12]1[C:18]2=[C:19]3[C:24](=[N:25][C:26]4=[CH:27][CH:28]=[CH:29][C:16](=[C:17]24)[O:15][CH2:14][CH2:13]1)[CH2:23][CH2:22][CH2:21][CH2:20]3 |f:0.1.2.3.4.5,6.7.8.9|. Procedure details: To a solution of lithium aluminum hydride in tetrahydrofuran (1.0M, 15.82 ml) and dry tetrahydrofuran (32 ml) was added aluminum chloride (2.10 g) in portions. The mixture was stirred for five mins, 1,3,9,10,11,12-hexahydro-1-methyl-2H-quino[4,3,2-ef][1,4]benzoxazepin-2-one (4.24 g) was added and the mixture was stirred at room temperature overnight. The reaction mixture was quenched with ethyl acetate (150 ml), 10% sodium hydroxide solution was added, and the organic layer was separated. The or...